This data is from the Open Reaction Database (ORD), a public repository of structured organic reaction records. The task is: describe an organic reaction: reactants, conditions, products, and yield Starting materials: compound, ClC1=NC=NC2=CC=C(C=C12)O (4-chloro-6-hydroxy-quinazoline), FC1=C(C=CC=C1C(F)(F)F)CO (2-fluoro-3-(trifluoromethyl)-benzenemethanol), NC1=NN(C=C1)C (3-amino-1-methyl-1H-pyrazole). Product: CN1N=C(C=C1)NC1=NC=NC2=CC=C(C=C12)OC1=C(C=CC=C1C(F)(F)F)CO ([2-({4-[(1-Methyl-1H-pyrazol-3-yl)amino]quinazolin-6-yl}oxy)-3-(trifluoromethyl)phenyl]methanol). As a reaction SMILES: F[C:2]1[C:7]([C:8]([F:11])([F:10])[F:9])=[CH:6][CH:5]=[CH:4][C:3]=1[CH2:12][OH:13].[NH2:14][C:15]1[CH:19]=[CH:18][N:17]([CH3:20])[N:16]=1.Cl[C:22]1[C:31]2[C:26](=[CH:27][CH:28]=[C:29]([OH:32])[CH:30]=2)[N:25]=[CH:24][N:23]=1>>[CH3:20][N:17]1[CH:18]=[CH:19][C:15]([NH:14][C:22]2[C:31]3[C:26](=[CH:27][CH:28]=[C:29]([O:32][C:2]4[C:7]([C:8]([F:11])([F:10])[F:9])=[CH:6][CH:5]=[CH:4][C:3]=4[CH2:12][OH:13])[CH:30]=3)[N:25]=[CH:24][N:23]=2)=[N:16]1. Reported procedure: The compound of Example 142 was manufactured by the same method as in Example 95, by a similar method thereto or by a combination of such a method with a conventional method using 2-fluoro-3-(trifluoromethyl)-benzenemethanol, 3-amino-1-methyl-1H-pyrazole and 4-chloro-6-hydroxy-quinazoline. Starting materials: OCC1C[C@H]2CC[C@@H](C1)N2C(=O)OC(C)(C)C ((1R,5S)-tert-butyl 3-(hydroxymethyl)-8-azabicyclo[3.2.1]octane-8-carboxylate), Cl (HCl). Solvent: O1CCOCC1 (dioxane). Reaction conditions: time 2 hour. Yields the product C12CC(CC(CC1)N2)CO (8-azabicyclo[3.2.1]octan-3-ylmethanol). The yield is 57.4%. Reaction SMILES: [OH:1][CH2:2][CH:3]1[CH2:9][C@H:8]2[N:10](C(OC(C)(C)C)=O)[C@H:5]([CH2:6][CH2:7]2)[CH2:4]1.Cl>O1CCOCC1>[CH:8]12[NH:10][CH:5]([CH2:6][CH2:7]1)[CH2:4][CH:3]([CH2:2][OH:1])[CH2:9]2. Procedure: A mixture of (1R,5S)-tert-butyl 3-(hydroxymethyl)-8-azabicyclo[3.2.1]octane-8-carboxylate (0.9 g, 3.7 mmol) and HCl in dioxane (2 N, 5.0 mL) was stirred at room temperature for 2 h. The mixture was concentrated in vacuo to afford the desired product (300 mg crude), which was used in the next step without further purification. LCMS (ESI) m/z: 139.7 [M−H]−. Reactants: ice water, FC1=CC(=C(C=C1)N)[N+](=O)[O-] (4-Fluoro-2-nitro-phenylamine), [N+](=O)([O-])C1=CC=C(C=C1)O (4-nitrophenol), S(O)(O)(=O)=O (sulphuric acid). RXN SMILES: [F:1][C:2]1[CH:7]=[CH:6][C:5]([NH2:8])=[C:4]([N+:9]([O-:11])=[O:10])[CH:3]=1.[N+]([C:15]1[CH:20]=CC(O)=C[CH:16]=1)([O-])=O.S(=O)(=O)(O)O>OCC(CO)O>[F:1][C:2]1[CH:7]=[C:6]2[C:5](=[C:4]([N+:9]([O-:11])=[O:10])[CH:3]=1)[N:8]=[CH:20][CH:15]=[CH:16]2. Reaction conditions: temperature 130 celsius, time 4 hour. The solvent is OCC(O)CO (glycerol). Product: FC=1C=C2C=CC=NC2=C(C1)[N+](=O)[O-] (6-fluoro-8-nitro-quinoline). Isolated yield 10.8%. Procedure details: 4-Fluoro-2-nitro-phenylamine (15 g, 96 mmol) was added to a mixture of 4-nitrophenol (9.5 g, 144 mmol) and glycerol (27 ml), then concentrated sulphuric acid (8.3 ml, 154 mmol) was added dropwise. The mixture was stirred at 130° C. for 4 hours. For the workup, the reaction mixture was cooled to room temperature, then poured into ice-water. The precipitate was filtered and the aqueous phase was made basic with sodium hydroxide (15% solution). There were obtained 2.0 g (11%) of 6-fluoro-8-nitro-qu... The reactants are O=C([O-])[O-], CC(C)=O, O=C(Cl)CCCCl, Cl, [K+], [K+], CCC(N)C(N)=O. The product is CCC(NC(=O)CCCCl)C(N)=O. RXN SMILES: [C:1](=[O:2])([O-:3])[O-:4].[CH3:22][C:23](=[O:24])[CH3:25].[Cl:15][CH2:16][CH2:17][CH2:18][C:19](=[O:20])[Cl:21].[ClH:7].[K+:5].[K+:6].[NH2:8][CH:9]([C:10](=[O:11])[NH2:12])[CH2:13][CH3:14]>>[NH:8]([CH:9]([C:10](=[O:11])[NH2:12])[CH2:13][CH3:14])[C:19]([CH2:18][CH2:17][CH2:16][Cl:15])=[O:20]. The reactants are O=C([O-])[O-], CCc1cc(O)cc(CC)c1C=O, CN(C)C=O, CCOCC, CCI, [K+], [K+]. Yields the product CCOc1cc(CC)c(C=O)c(CC)c1. As a reaction SMILES: [C:17](=[O:18])([O-:19])[O-:20].[CH2:1]([CH3:2])[c:3]1[c:4]([CH:5]=[O:6])[c:7]([CH2:12][CH3:13])[cH:8][c:9]([OH:11])[cH:10]1.[CH3:23][N:24]([CH3:25])[CH:26]=[O:27].[CH3:28][CH2:29][O:30][CH2:31][CH3:32].[I:14][CH2:15][CH3:16].[K+:21].[K+:22]>>[CH2:1]([CH3:2])[c:3]1[c:4]([CH:5]=[O:6])[c:7]([CH2:12][CH3:13])[cH:8][c:9]([O:11][CH2:15][CH3:16])[cH:10]1. The reactants are C(=O)NC1CCC(C=2SC=CC21)=O (N-formyl-4,5,6,7-tetrahydro-7-oxobenzo[b]thiophen-4-amine), C(Cl)Cl (methylene chloride). Run in C(C)N(CC)CC (triethylamine). Reaction conditions: time 45 minute. Yields the product O=C1CCC(C2=C1SC=C2)[N+]#[C-] (4,5,6,7-Tetrahydro-7-oxobenzo[b] thien-4yl isocyanide). As a reaction SMILES: [CH:1]([NH:3][CH:4]1[C:12]2[CH:11]=[CH:10][S:9][C:8]=2[C:7](=[O:13])[CH2:6][CH2:5]1)=O.C(Cl)Cl>C(N(CC)CC)C>[O:13]=[C:7]1[C:8]2[S:9][CH:10]=[CH:11][C:12]=2[CH:4]([N+:3]#[C-:1])[CH2:5][CH2:6]1. Reported procedure: A sample of N-formyl-4,5,6,7-tetrahydro-7-oxobenzo[b]thiophen-4-amine (5.0 g) is dissolved methylene chloride (250 ml) under a nitrogen atmosphere and triethylamine (5.95 g) is added. Phosgene is then bubbled into the solution at 15° C and an exothermic reaction occurs. The temperature of the reaction mixture rises from 20° to 35° C and after 45 minutes, drops to 30° C. The flow of phosgene is terminated and nitrogen is then bubbled into the solution for about 20 minutes followed by ammonia gas.... Starting materials: NCCCN1C=NC=C1 (1-(3-aminopropyl)imidazole), [N+](=O)([O-])C1=CC=C(C(=O)Cl)C=C1 (4-nitrobenzoyl chloride). The solvent is C(C)O (ethanol). Conditions: time 24 hour. The product is N1(C=NC=C1)CCCNC(=O)C1=CC=C(C=C1)[N+](=O)[O-] (4-[N-(3-imidazol-1-ylpropyl)carbamoyl]nitrobenzene). Isolated yield 53.0%. RXN SMILES: [NH2:1][CH2:2][CH2:3][CH2:4][N:5]1[CH:9]=[CH:8][N:7]=[CH:6]1.[N+:10]([C:13]1[CH:21]=[CH:20][C:16]([C:17](Cl)=[O:18])=[CH:15][CH:14]=1)([O-:12])=[O:11]>C(O)C>[N:5]1([CH2:4][CH2:3][CH2:2][NH:1][C:17]([C:16]2[CH:15]=[CH:14][C:13]([N+:10]([O-:12])=[O:11])=[CH:21][CH:20]=2)=[O:18])[CH:9]=[CH:8][N:7]=[CH:6]1. Procedure details: A solution of 1-(3-aminopropyl)imidazole (3.87 ml, 33 mmol) in ethanol (65 ml) was added to 4-nitrobenzoyl chloride (4.0 g, 22 mmol) and the mixture stirred at ambient temperature for 24 hours. The volatiles were removed by evaporation and the residue was dissolved in ethyl acetate, washed with water and dried. The solvent was removed by evaporation, the residue was triturated with hexane and the product collected by filtration to give the title compound (3.2 g, 55%). NMR: 1.98 (t, 2H), 3.24 (q,... Reactants: ClC(=O)OC1=CC=CC=C1 (phenyl chloroformate), [Cl-].[NH4+] (ammonium chloride), NC1=NC=CC(=C1)OC1=C(C=C(C=C1)[N+](=O)[O-])F (2-Amino-4-(2-fluoro-4-nitrophenoxy)pyridine), OC1CCNCC1 (4-hydroxypiperidine). The solvent is C(C)N(CC)CC (triethylamine), O1CCCC1 (tetrahydrofuran), CN(C=O)C (N,N-dimethylformamide). Run at time 1 hour. Yields the product FC1=C(OC2=CC(=NC=C2)NC(=O)N2CCC(CC2)O)C=CC(=C1)[N+](=O)[O-] (4-(2-Fluoro-4-nitrophenoxy)-2-[(4-hydroxypiperidin-1-yl)carbonylamino]pyridine). The yield is 90.0%. Reaction SMILES: [NH2:1][C:2]1[CH:7]=[C:6]([O:8][C:9]2[CH:14]=[CH:13][C:12]([N+:15]([O-:17])=[O:16])=[CH:11][C:10]=2[F:18])[CH:5]=[CH:4][N:3]=1.Cl[C:20](OC1C=CC=CC=1)=[O:21].[OH:29][CH:30]1[CH2:35][CH2:34][NH:33][CH2:32][CH2:31]1.[Cl-].[NH4+]>O1CCCC1.CN(C)C=O.C(N(CC)CC)C>[F:18][C:10]1[CH:11]=[C:12]([N+:15]([O-:17])=[O:16])[CH:13]=[CH:14][C:9]=1[O:8][C:6]1[CH:5]=[CH:4][N:3]=[C:2]([NH:1][C:20]([N:33]2[CH2:34][CH2:35][CH:30]([OH:29])[CH2:31][CH2:32]2)=[O:21])[CH:7]=1 |f:3.4|. Procedure details: 2-Amino-4-(2-fluoro-4-nitrophenoxy)pyridine (124.6 mg) was dissolved in tetrahydrofuran (2.5 ml) under a nitrogen atmosphere, and then triethylamine (0.105 ml) and phenyl chloroformate (0.094 ml) were added dropwise thereto while cooling in an ice bath, followed by stirring at room temperature for 1 hr. The reaction mixture was concentrated under a reduced pressure to give a residue, which was dissolved in N,N-dimethylformamide (1.25 ml), and then 4-hydroxypiperidine (253 mg) was added thereto a... Starting materials: ClC=1C2=C(N=CN1)N(C=C2I)C (4-chloro-5-iodo-7-methyl-7H-pyrrolo[2,3-d]pyrimidine), C1(=CC(=CC=C1)B(O)O)C1=CC=CC=C1 (3-biphenyl-boronic acid), C(=O)([O-])[O-].[Na+].[Na+] (Na2CO3). Reagents/catalysts: C1=CC=C(C=C1)P([C-]2C=CC=C2)C3=CC=CC=C3.C1=CC=C(C=C1)P([C-]2C=CC=C2)C3=CC=CC=C3.Cl[Pd]Cl.[Fe+2] (PdCl2(dppf)). The solvent is C1CCOC1 (THF). The product is CN1C=C(C2=C1N=CN=C2Cl)C3=CC=CC(=C3)C4=CC=CC=C4 (4-chloro-7-methyl-5-(3-biphenyl)-7H-pyrrolo[2,3-d]pyrimidine). Isolated yield 27.6%. RXN SMILES: [Cl:1][C:2]1[C:3]2[C:10](I)=[CH:9][N:8]([CH3:12])[C:4]=2[N:5]=[CH:6][N:7]=1.[C:13]1([C:22]2[CH:27]=[CH:26][CH:25]=[CH:24][CH:23]=2)[CH:18]=[CH:17][CH:16]=[C:15](B(O)O)[CH:14]=1.C([O-])([O-])=O.[Na+].[Na+]>C1COCC1.C1C=CC(P(C2C=CC=CC=2)[C-]2C=CC=C2)=CC=1.C1C=CC(P(C2C=CC=CC=2)[C-]2C=CC=C2)=CC=1.Cl[Pd]Cl.[Fe+2]>[CH3:12][N:8]1[C:4]2[N:5]=[CH:6][N:7]=[C:2]([Cl:1])[C:3]=2[C:10]([C:17]2[CH:18]=[C:13]([C:22]3[CH:27]=[CH:26][CH:25]=[CH:24][CH:23]=3)[CH:14]=[CH:15][CH:16]=2)=[CH:9]1 |f:2.3.4,6.7.8.9|. Procedure: A solution of 4-chloro-5-iodo-7-methyl-7H-pyrrolo[2,3-d]pyrimidine (10 mg, 0.034 mmol), 3-biphenyl-boronic acid (7.4 mg, 0.038 mmol), Na2CO3 (36.1 mg, 0.34 mmol) and PdCl2(dppf) (1.4 mg, 0.0017 mmol) in THF (10 mL) was heated to reflux overnight under an argon atmosphere. Reaction was concentrated in vacuo and purified by RP-HPLC (MeCN:H2O:0.1% TFA) to yield ZK103 (3 mg, 28% yield). ESI-MS (M+H)+ m/z calcd 320.1, found 320.0. The reactants are O1C=NC=C1C1=NC=CC=C1 (2-(oxazol-5-yl)pyridine), C(CCCCCC)(=O)O (heptanoic acid), C(C(=O)Cl)(=O)Cl (oxalyl chloride), [Li]CCCC (n-BuLi). The reagents and catalysts are [Cl-].[Cl-].[Zn+2] (ZnCl2). The solvent is C1CCOC1 (THF), C(Cl)Cl (CH2Cl2). Run at temperature 0 celsius, time 20 minute. Product: EtOAc-hexanes, N1=C(C=CC=C1)C1=CN=C(O1)C(CCCCCC)=O (1-(5-(pyridin-2-yl)oxazol-2-yl)heptan-1-one). The yield is 49.4%. As a reaction SMILES: [O:1]1[C:5]([C:6]2[CH:11]=[CH:10][CH:9]=[CH:8][N:7]=2)=[CH:4][N:3]=[CH:2]1.[Li]CCCC.[C:17](O)(=[O:24])[CH2:18][CH2:19][CH2:20][CH2:21][CH2:22][CH3:23].C(Cl)(=O)C(Cl)=O>C1COCC1.C(Cl)Cl.[Cl-].[Cl-].[Zn+2]>[N:7]1[CH:8]=[CH:9][CH:10]=[CH:11][C:6]=1[C:5]1[O:1][C:2]([C:17](=[O:24])[CH2:18][CH2:19][CH2:20][CH2:21][CH2:22][CH3:23])=[N:3][CH:4]=1 |f:6.7.8|. Procedure: (190) A solution of 2-(oxazol-5-yl)pyridine (112 mg, 0.77 mmol) in anhydrous THF (5 mL) cooled to −75° C. under N2 was treated with n-BuLi (2.5 M in hexanes, 1.1 equiv, 0.85 mmol, 0.34 mL), and stirred for 20 min. ZnCl2 (0.5 M in THF, 2.0 equiv, 1.58 mmol, 3.1 mL) was added at −75° C., and stirred for 45 min at 0° C. Cul (1.0 equiv, 0.77 mmol, 146 mg) was added, and the solution was stirred for 10 min at 0° C. A separate flask was charged with heptanoic acid (2 equiv, 1.55 mmol, 202 mg, 0.22 mL)...